The task is: describe an organic reaction: reactants, conditions, products, and yield. This data is from the Open Reaction Database (ORD), a public repository of structured organic reaction records. Starting materials: N1=CC=CC=C1 (pyridine), OC[C@@H]1O[C@@H](OC[C@@H]1C\C=C/CCCC(=O)OC)C ((2R,4R,5S)-4-hydroxymethyl-5-[(Z)-6-methoxycarbonyl-2-hexenyl]-2-methyl-1,3-dioxane). The reagents and catalysts are [O-2].[O-2].[O-2].[Cr+6] (chromium trioxide). Run in CCOCC (ether), ClCCl (dichloromethane), ClCCl (dichloromethane). Reaction conditions: time 1 hour. Yields the product C(=O)[C@@H]1O[C@@H](OC[C@@H]1C\C=C/CCCC(=O)OC)C ((2R,4R,5S)-4-formyl-5-[(Z)-6-methoxycarbonyl-2-hexenyl]-2-methyl-1,3-dioxane). The yield is 67.7%. RXN SMILES: N1C=CC=CC=1.[OH:7][CH2:8][C@H:9]1[C@@H:14]([CH2:15]/[CH:16]=[CH:17]\[CH2:18][CH2:19][CH2:20][C:21]([O:23][CH3:24])=[O:22])[CH2:13][O:12][C@@H:11]([CH3:25])[O:10]1>ClCCl.CCOCC.[O-2].[O-2].[O-2].[Cr+6]>[CH:8]([C@H:9]1[C@@H:14]([CH2:15]/[CH:16]=[CH:17]\[CH2:18][CH2:19][CH2:20][C:21]([O:23][CH3:24])=[O:22])[CH2:13][O:12][C@@H:11]([CH3:25])[O:10]1)=[O:7] |f:4.5.6.7|. Reported procedure: To a solution of pyridine (1.64 ml) in dichloromethane (45 ml) was added chromium trioxide (1.07 g) at 10° C. and the solution was stirred at room temperature for 1 hour. The solution was cooled in an ice bath and was added (2R,4R,5S)-4-hydroxymethyl-5-[(Z)-6-methoxycarbonyl-2-hexenyl]-2-methyl-1,3-dioxane (500 mg) in dichloromethane (3 ml). After being stirred at room temperature for 2 hours, the solution was diluted with ether (100 ml) and passed through a silica gel column. The eluate was eva...